This data is from the Open Reaction Database (ORD), a public repository of structured organic reaction records. The task is: describe an organic reaction: reactants, conditions, products, and yield Starting materials: CC(C)n1nccc1C(=O)O, [Cl-], Nc1ccc(I)c(N)n1, Cc1cccc(C)n1. Yields the product CC(C)n1nccc1C(=O)Nc1ccc(I)c(N)n1. Reaction SMILES: [CH:19]([CH3:20])([CH3:21])[n:22]1[n:23][cH:24][cH:25][c:26]1[C:27](=[O:28])[OH:29].[Cl-:18].[I:1][c:2]1[c:3]([NH2:9])[n:4][c:5]([NH2:8])[cH:6][cH:7]1.[n:10]1[c:11]([CH3:12])[cH:13][cH:14][cH:15][c:16]1[CH3:17]>>[I:1][c:2]1[c:3]([NH2:9])[n:4][c:5]([NH:8][C:27]([c:26]2[n:22]([CH:19]([CH3:20])[CH3:21])[n:23][cH:24][cH:25]2)=[O:28])[cH:6][cH:7]1.